Dataset: the Open Reaction Database (ORD), a public repository of structured organic reaction records. Task: describe an organic reaction: reactants, conditions, products, and yield Starting materials: O=C(O)c1cc2ccccc2s1, CCOC(=O)c1cccc(N)c1. The reagents and catalysts are C1CCC(CC1)N=C=NC2CCCCC2 (DCC), CCN(C(C)C)C(C)C (DIPEA), C1CC(=O)N(C1=O)O (N-Hydroxysuccinimide). Solvent: CN(C)C=O (DMF), CN(C)C=O (DMF), CN(C)C=O (DMF), CN(C)C=O (DMF), CN(C)C=O (DMF), CN(C)C=O (DMF). Conditions: temperature 25 celsius, time 2 hour. The product is CCOC(=O)c1cccc(NC(=O)c2cc3ccccc3s2)c1. The yield is 0.0%. RXN SMILES: CCOC(=O)c1cccc(N)c1.O=C(O)c1cc2ccccc2s1.C1CCC(CC1)N=C=NC2CCCCC2.C1CC(=O)N(C1=O)O.CCN(C(C)C)C(C)C.CN(C)C=O>>CCOC(=O)c1cccc(NC(=O)c2cc3ccccc3s2)c1.